Dataset: the Open Reaction Database (ORD), a public repository of structured organic reaction records. Task: describe an organic reaction: reactants, conditions, products, and yield Starting materials: CCNCc1cc2ccccc2nc1-c1cc(CC(=O)OCC)ccc1OC, CC(=O)OC(C)=O. Product: CCOC(=O)Cc1ccc(OC)c(-c2nc3ccccc3cc2CN(CC)C(C)=O)c1. As a reaction SMILES: [CH2:1]([CH3:2])[O:3][C:4]([CH2:5][c:6]1[cH:7][c:8](-[c:14]2[n:15][c:16]3[cH:17][cH:18][cH:19][cH:20][c:21]3[cH:22][c:23]2[CH2:24][NH:25][CH2:26][CH3:27])[c:9]([O:12][CH3:13])[cH:10][cH:11]1)=[O:28].[CH3:29][C:30](=[O:31])[O:32][C:33](=[O:34])[CH3:35]>>[CH2:1]([CH3:2])[O:3][C:4]([CH2:5][c:6]1[cH:7][c:8](-[c:14]2[n:15][c:16]3[cH:17][cH:18][cH:19][cH:20][c:21]3[cH:22][c:23]2[CH2:24][N:25]([CH2:26][CH3:27])[C:30]([CH3:29])=[O:31])[c:9]([O:12][CH3:13])[cH:10][cH:11]1)=[O:28]. The reactants are ClC(=O)OC1=CC=CC=C1 (phenyl chloroformate), C(OC)(OC)=O (dimethyl carbonate). The reagents and catalysts are CC1=CC=CC=C1CN2CCC(CC2)N3CCC(CC3)N4C5=CC=CC=C5NC4=O (TBPB). Conditions: temperature 150 celsius. Product: C(OC1=CC=CC=C1)(OC1=CC=CC=C1)=O (diphenyl carbonate). The yield is 98.0%. Reaction SMILES: ClC(O[C:5]1[CH:10]=[CH:9][CH:8]=[CH:7]C=1)=O.[C:11](=[O:16])([O:14][CH3:15])[O:12][CH3:13]>CC1C(CN2CCC(N3CCC(N4C(=O)NC5C4=CC=CC=5)CC3)CC2)=CC=CC=1>[C:11](=[O:16])([O:14][C:15]1[CH:7]=[CH:8][CH:9]=[CH:10][CH:5]=1)[O:12][C:13]1[CH:5]=[CH:10][CH:9]=[CH:8][CH:7]=1. Procedure details: A mixture of 7.83 g (0.05 mole) of phenyl chloroformate, 2.48 g (0.0275 mole) of dimethyl carbonate, and 0.85 g of TBPB was heated at 150° C. under a reflux condenser for 4 hours when all gas evolution had ceased. Distillation of the reaction mixture gave 5.25 g (98 percent yield based on chloroformate) of diphenyl carbonate. The reactants are CCOC(=O)c1cc([N+](=O)[O-])c2[nH]c(-c3ccccc3)cc2c1, O=C1CCCC1. Product: CCOC(=O)c1cc(NC2CCCC2)c2[nH]c(-c3ccccc3)cc2c1. RXN SMILES: [CH2:1]([CH3:2])[O:3][C:4](=[O:5])[c:6]1[cH:7][c:8]2[cH:9][c:10](-[c:18]3[cH:19][cH:20][cH:21][cH:22][cH:23]3)[nH:11][c:12]2[c:13]([N+:15]([O-:16])=[O:17])[cH:14]1.[O:24]=[C:25]1[CH2:26][CH2:27][CH2:28][CH2:29]1>>[CH2:1]([CH3:2])[O:3][C:4](=[O:5])[c:6]1[cH:7][c:8]2[cH:9][c:10](-[c:18]3[cH:19][cH:20][cH:21][cH:22][cH:23]3)[nH:11][c:12]2[c:13]([NH:15][CH:25]2[CH2:26][CH2:27][CH2:28][CH2:29]2)[cH:14]1. The reactants are OCCC=1C=C2C[C@]3(C(NC4=NC=CC=C43)=O)CC2=CC1[N+](=O)[O-] ((2S)-5-(2-Hydroxyethyl)-6-nitro-1,3-dihydrospiro[indene-2,3′-pyrrolo[2,3-b]pyridin]-2′(1′H)-one), C1(=CC=CC=C1)P(=O)(C1=CC=CC=C1)N=[N+]=[N-] (diphenyl phosphoryl azide), C1CCC2=NCCCN2CC1 (DBU). Solvent: CN(C)C=O (DMF). Conditions: temperature 100 celsius. Product: N(=[N+]=[N-])CCC=1C=C2C[C@]3(C(NC4=NC=CC=C43)=O)CC2=CC1[N+](=O)[O-] ((2S)-5-(2-Azidoethyl)-6-nitro-1,3-dihydrospiro[indene-2,3′-pyrrolo[2,3-b]pyridin]-2′(1′H)-one). Reaction SMILES: O[CH2:2][CH2:3][C:4]1[CH:5]=[C:6]2[C:19](=[CH:20][C:21]=1[N+:22]([O-:24])=[O:23])[CH2:18][C@:8]1([C:16]3[C:11](=[N:12][CH:13]=[CH:14][CH:15]=3)[NH:10][C:9]1=[O:17])[CH2:7]2.C1(P([N:39]=[N+:40]=[N-:41])(C2C=CC=CC=2)=O)C=CC=CC=1.C1CCN2C(=NCCC2)CC1>CN(C=O)C>[N:39]([CH2:2][CH2:3][C:4]1[CH:5]=[C:6]2[C:19](=[CH:20][C:21]=1[N+:22]([O-:24])=[O:23])[CH2:18][C@:8]1([C:16]3[C:11](=[N:12][CH:13]=[CH:14][CH:15]=3)[NH:10][C:9]1=[O:17])[CH2:7]2)=[N+:40]=[N-:41]. Reported procedure: To a stirred solution of (2S)-5-(2-hydroxyethyl)-6-nitro-1,3-dihydrospiro[indene-2,3′-pyrrolo[2,3-b]pyridin]-2′(1′H)-one from Step E (174 mg, 0.54 mmol) in DMF (4 mL) were added diphenyl phosphoryl azide (177 mg, 0.64 mmol) and DBU (0.096 mL, 0.64 mmol). The mixture was heated at 100° C. for 6 h, then quenched with H2O (20 mL) and extracted with EtOAc (50 mL). The organic layer was dried over Na2SO4, filtered, and concentrated under reduced pressure. The crude product was purified by silica gel ... The reactants are CC(C)(C)N1CCCC1C(=O)NCC(O)C(Cc1ccccc1)NC(=O)OCc1ccccc1, O=C(NC(Cc1cncn1C(=O)OCc1ccccc1)C(=O)O)OCc1ccccc1. Yields the product CC(C)(C)N1CCCC1C(=O)NCC(O)C(Cc1ccccc1)NC(=O)C(Cc1cncn1C(=O)OCc1ccccc1)NC(=O)OCc1ccccc1. Reaction SMILES: [CH2:1]([O:2][C:9](=[O:10])[NH:11][CH:12]([CH:13]([CH2:14][NH:15][C:16]([CH:17]1[N:18]([C:22]([CH3:23])([CH3:24])[CH3:25])[CH2:19][CH2:20][CH2:21]1)=[O:26])[OH:27])[CH2:28][c:29]1[cH:30][cH:31][cH:32][cH:33][cH:34]1)[c:3]1[cH:4][cH:5][cH:6][cH:7][cH:8]1.[CH2:35]([c:36]1[cH:37][cH:38][cH:39][cH:40][cH:41]1)[O:42][C:43](=[O:44])[NH:45][CH:46]([CH2:47][c:48]1[cH:49][n:50][cH:51][n:52]1[C:53](=[O:54])[O:55][CH2:56][c:57]1[cH:58][cH:59][cH:60][cH:61][cH:62]1)[C:63]([OH:64])=[O:65]>>[C:9](=[O:10])([NH:11][CH:12]([CH:13]([CH2:14][NH:15][C:16]([CH:17]1[N:18]([C:22]([CH3:23])([CH3:24])[CH3:25])[CH2:19][CH2:20][CH2:21]1)=[O:26])[OH:27])[CH2:28][c:29]1[cH:30][cH:31][cH:32][cH:33][cH:34]1)[CH:46]([NH:45][C:43]([O:42][CH2:35][c:36]1[cH:37][cH:38][cH:39][cH:40][cH:41]1)=[O:44])[CH2:47][c:48]1[cH:49][n:50][cH:51][n:52]1[C:53](=[O:54])[O:55][CH2:56][c:57]1[cH:58][cH:59][cH:60][cH:61][cH:62]1. The reactants are CC(Br)C(=O)Nc1cccc(Br)c1O, O=C([O-])[O-], CN(C)C=O, [K+], [K+], O. Yields the product CC1Oc2c(Br)cccc2NC1=O. Reaction SMILES: [Br:1][CH:2]([C:3](=[O:4])[NH:5][c:6]1[c:7]([OH:13])[c:8]([Br:12])[cH:9][cH:10][cH:11]1)[CH3:14].[C:15](=[O:16])([O-:17])[O-:18].[CH3:22][N:23]([CH3:24])[CH:25]=[O:26].[K+:19].[K+:20].[OH2:21]>>[CH:2]1([CH3:14])[C:3](=[O:4])[NH:5][c:6]2[c:7]([c:8]([Br:12])[cH:9][cH:10][cH:11]2)[O:13]1. The reactants are C1(=CC=CC=C1)CC1(C=2C=CC(=NC2CCC1)OCC1=CC=CC=C1)N (5,6,7,8-tetrahydro-5-(phenylmethyl)-2-(phenylmethoxy)-5-quinolinamine), [H][H] (hydrogen), CC(C)O.Cl (2-propanol hydrochloric acid), [H][H] (hydrogen). The reagents and catalysts are [Pd] (palladium-on-carbon). Run in C(C)O (ethanol). Yields the product Cl.NC1(C=2C=CC(NC2CCC1)=O)CC1=CC=CC=C1 (5-Amino-5,6,7,8-tetrahydro-5-(phenylmethyl)-2(1H)-quinolinone hydrochloride). Isolated yield 28.0%. RXN SMILES: [C:1]1([CH2:7][C:8]2([NH2:26])[CH2:17][CH2:16][CH2:15][C:14]3[N:13]=[C:12]([O:18]CC4C=CC=CC=4)[CH:11]=[CH:10][C:9]2=3)[CH:6]=[CH:5][CH:4]=[CH:3][CH:2]=1.CC(O)C.[ClH:31].[H][H]>C(O)C.[Pd]>[ClH:31].[NH2:26][C:8]1([CH2:7][C:1]2[CH:2]=[CH:3][CH:4]=[CH:5][CH:6]=2)[CH2:17][CH2:16][CH2:15][C:14]2[NH:13][C:12](=[O:18])[CH:11]=[CH:10][C:9]1=2 |f:1.2,6.7|. Procedure: A mixture of 5,6,7,8-tetrahydro-5-(phenylmethyl)-2-(phenylmethoxy)-5-quinolinamine (19.1 g) and 10% palladium-on-carbon (1.5 g) in ethanol (1 l) was acidified to about pH 2-3 with 2-propanol/hydrochloric acid solution. The mixture was shaken on Parr hydrogenation apparatus, starting at 55 psi of hydrogen, until hydrogen uptake ceased. The catalyst was removed by filtration, the filtrate was neutralized with 4-polyvinylpyridine and concentrated. The residue was triturated with a mixture of methan...